From a dataset of the Open Reaction Database (ORD), a public repository of structured organic reaction records. describe an organic reaction: reactants, conditions, products, and yield Starting materials: C1(CCCC1)OC=1C=C(C=CC1OC)[C@@H]1CNC[C@H]1C(=O)OC (trans-3-(3-cyclopentoxy-4-methoxyphenyl)-4-(methoxycarbonyl)pyrrolidine), C(=O)([O-])[O-].[K+].[K+] (K2CO3), N#CBr (cyanogen bromide). Run in O (H2O), C(C)(=O)OCC (ethyl acetate), CC#N (CH3CN). Run at time 24 hour. Yields the product C(#N)N1C[C@H]([C@@H](C1)C(=O)OC)C1=CC(=C(C=C1)OC)OC1CCCC1 (trans-1-cyano-3-(3-cyclopentoxy-4-methoxyphenyl)-4-(methoxycarbonyl)pyrrolidine). The yield is 51.3%. As a reaction SMILES: [CH:1]1([O:6][C:7]2[CH:8]=[C:9]([C@H:15]3[C@H:19]([C:20]([O:22][CH3:23])=[O:21])[CH2:18][NH:17][CH2:16]3)[CH:10]=[CH:11][C:12]=2[O:13][CH3:14])[CH2:5][CH2:4][CH2:3][CH2:2]1.C([O-])([O-])=O.[K+].[K+].[N:30]#[C:31]Br>CC#N.O.C(OCC)(=O)C>[C:31]([N:17]1[CH2:18][C@@H:19]([C:20]([O:22][CH3:23])=[O:21])[C@H:15]([C:9]2[CH:10]=[CH:11][C:12]([O:13][CH3:14])=[C:7]([O:6][CH:1]3[CH2:2][CH2:3][CH2:4][CH2:5]3)[CH:8]=2)[CH2:16]1)#[N:30] |f:1.2.3|. Procedure: To a solution of trans-3-(3-cyclopentoxy-4-methoxyphenyl)-4-(methoxycarbonyl)pyrrolidine (300 mg, 0.94 mmol) and K2CO3 (195 mg, 1.5 mmol) in 5 mL of CH3CN at 0° C. was added cyanogen bromide (120 mg, 1.13 mmol). The solution was stirred for 24 hr, diluted with H2O and ethyl acetate, and washed with brine. The combined organic layers were dried over MgSO4, filtered and concentrated to an oil. Silica gel chromatography (3:1, hexanes:ethyl acetate) provided trans-1-cyano-3-(3-cyclopentoxy-4-methoxy... Run at time 2 hour. The yield is 93.1%. Reported procedure: 2-Bromoindene (8.1235 g, 0.04211 moles) and Ni(dppp)Cl2 (0.1536 g, 2.83×10-4 moles) were stirred in diethylether (100 mL) at -78° C. under a nitrogen atmosphere as ethylMgBr (0.045 moles, 15.00 mL of 3.0 M solution in diethylether) was added. The dry-ice bath was then removed and the reaction mixture allowed to warm to room temperature. The reaction mixture started off as a heterogeneous brick-red color and then turned to a homogeneous yellow/gold solution and then back to the heterogeneous bric... RXN SMILES: Br[C:2]1[CH2:3][C:4]2[C:9]([CH:10]=1)=[CH:8][CH:7]=[CH:6][CH:5]=2.[CH2:11](OCC)[CH3:12]>Cl[Ni]1(Cl)[P](C2C=CC=CC=2)(C2C=CC=CC=2)CCC[P]1(C1C=CC=CC=1)C1C=CC=CC=1>[CH2:11]([C:2]1[CH2:3][C:4]2[C:9]([CH:10]=1)=[CH:8][CH:7]=[CH:6][CH:5]=2)[CH3:12] |^1:18,34|. The reactants are BrC=1CC2=CC=CC=C2C1 (2-Bromoindene), solution, C(C)OCC (diethylether), C(C)OCC (diethylether). Reagents/catalysts: Cl[Ni]1([P](CCC[P](C2=CC=CC=C2)1C3=CC=CC=C3)(C4=CC=CC=C4)C5=CC=CC=C5)Cl (Ni(dppp)Cl2). Yields the product C(C)C=1CC2=CC=CC=C2C1 (2-Ethylindene), oil. Starting materials: COC1=CC=C(C=C1)C1=C(C(=C2SC3=C(N21)C=CC=C3)C(=O)[O-])C(=O)[O-] (1-(4-methoxyphenyl)benzo[d]pyrrolo[2,1-b]thiazole-2,3-dicarboxylate), [H-].[Al+3].[Li+].[H-].[H-].[H-] (lithium aluminum hydride), [NH4+].[OH-] (NH4OH), [H-] (hydride). The solvent is O (water), ClCCl (dichloromethane), CCOCC (ether), O (water). Run at time 20 minute. The product is COC1=CC=C(C=C1)C1=C(C(=C2SC3=C(N21)C=CC=C3)CO)CO ((1-(4-methoxyphenyl)benzo[d]pyrrolo[2,1-b]thiazole-2,3-diyl)-dimethanol). RXN SMILES: [CH3:1][O:2][C:3]1[CH:8]=[CH:7][C:6]([C:9]2[N:16]3[C:12]([S:13][C:14]4[CH:20]=[CH:19][CH:18]=[CH:17][C:15]=43)=[C:11]([C:21]([O-])=[O:22])[C:10]=2[C:24]([O-])=[O:25])=[CH:5][CH:4]=1.[H-].[Al+3].[Li+].[H-].[H-].[H-].[H-].[NH4+].[OH-]>ClCCl.CCOCC.O>[CH3:1][O:2][C:3]1[CH:4]=[CH:5][C:6]([C:9]2[N:16]3[C:12]([S:13][C:14]4[CH:20]=[CH:19][CH:18]=[CH:17][C:15]=43)=[C:11]([CH2:21][OH:22])[C:10]=2[CH2:24][OH:25])=[CH:7][CH:8]=1 |f:1.2.3.4.5.6,8.9|. Procedure: A solution of 1-(4-methoxyphenyl)benzo[d]pyrrolo[2,1-b]thiazole-2,3-dicarboxylate (1.7 g, 4.3 mmol) in anhydrous dichloromethane (30 mL) was added dropwise to a stirred mixture of lithium aluminum hydride (0.4 g, 10.0 mmol) in anhydrous ether (20 mL) at −5° C. to 0° C. The reaction mixture was allowed to stir at this temperature for 20 min. The excess hydride was decomposed by adding water (1 mL) followed by NH4OH (1 mL) and water (1 mL) at −5° C. to 0° C. The mixture was filtered through a pad ... Reaction SMILES: [F:1][C:2]([F:13])([F:12])[O:3][C:4]1[CH:5]=[C:6]([CH:9]=[CH:10][CH:11]=1)[CH:7]=O.[N+:14]([CH2:17][CH3:18])([O-:16])=[O:15].C(N)CCC>>[F:1][C:2]([F:13])([F:12])[O:3][C:4]1[CH:5]=[C:6]([CH:7]=[C:17]([N+:14]([O-:16])=[O:15])[CH3:18])[CH:9]=[CH:10][CH:11]=1. Yield: 70.0%. Yields the product FC(OC=1C=C(C=CC1)C=C(C)[N+](=O)[O-])(F)F (1-(3'-trifluoromethoxy-phenyl)-2-nitro-1-propene). Starting materials: FC(OC=1C=C(C=O)C=CC1)(F)F (3-trifluoromethoxy-benzaldehyde), [N+](=O)([O-])CC (nitro-ethane), C(CCC)N (n-butylamine), oil. Reported procedure: 32 g (0.17 mol) of 3-trifluoromethoxy-benzaldehyde, 32 ml of nitro-ethane and 2 ml of n-butylamine are introduced into a 100 ml flask surmounted by a condenser. The mixture is heated for 20 hours at the reflux temperature and then rectified. 29 g (70% yield) of 1-(3'-trifluoromethoxy-phenyl)-2-nitro-1-propene are collected as a yellow oil b.p. 90°-110° C./2mm. Hg. Reactants: C1CCOC1, COc1ccc(CCl)cc1, CC1(C)OCC(CCO)O1, [H-], [Na+]. The product is COc1ccc(OCCC2COC(C)(C)O2)cc1. RXN SMILES: [CH2:23]1[O:24][CH2:25][CH2:26][CH2:27]1.[CH3:13][O:14][c:15]1[cH:16][cH:17][c:18]([CH2:19][Cl:20])[cH:21][cH:22]1.[CH3:1][C:2]1([CH3:10])[O:3][CH2:4][CH:5]([CH2:7][CH2:8][OH:9])[O:6]1.[H-:11].[Na+:12]>>[CH3:1][C:2]1([CH3:10])[O:3][CH2:4][CH:5]([CH2:7][CH2:8][O:9][c:18]2[cH:17][cH:16][c:15]([O:14][CH3:13])[cH:22][cH:21]2)[O:6]1. Starting materials: CCN(CC)C(=O)Sc1cc(Br)cc(Br)c1, CO, [Na+], [OH-]. As a reaction SMILES: [CH2:3]([N:4]([CH2:5][CH3:6])[C:16]([S:7][c:8]1[cH:9][c:10]([Br:15])[cH:11][c:12]([Br:14])[cH:13]1)=[O:17])[CH3:18].[CH3:19][OH:20].[Na+:2].[OH-:1]>>[SH:7][c:8]1[cH:9][c:10]([Br:15])[cH:11][c:12]([Br:14])[cH:13]1. The product is Sc1cc(Br)cc(Br)c1. Reactants: [H-].[Na+] (NaH), [N+](=O)([O-])C1=CC=C2C(=CNC2=C1)C(C(=O)N1CCCC1)=O (1-(6-nitro-1H-indol-3-yl)-2-pyrrolidin-1-yl-ethane-1,2-dione), IC (iodomethane). Solvent: O (water), C1CCOC1 (THF). Reaction conditions: time 10 minute. The product is CN1C=C(C2=CC=C(C=C12)[N+](=O)[O-])C(C(=O)N1CCCC1)=O (1-(1-Methyl-6-nitro-1H-indol-3-yl)-2-pyrrolidin-1-yl-ethane-1,2-dione). The yield is 99.1%. Reaction SMILES: [H-].[Na+].[N+:3]([C:6]1[CH:14]=[C:13]2[C:9]([C:10]([C:15](=[O:23])[C:16]([N:18]3[CH2:22][CH2:21][CH2:20][CH2:19]3)=[O:17])=[CH:11][NH:12]2)=[CH:8][CH:7]=1)([O-:5])=[O:4].I[CH3:25]>C1COCC1.O>[CH3:25][N:12]1[C:13]2[C:9](=[CH:8][CH:7]=[C:6]([N+:3]([O-:5])=[O:4])[CH:14]=2)[C:10]([C:15](=[O:23])[C:16]([N:18]2[CH2:22][CH2:21][CH2:20][CH2:19]2)=[O:17])=[CH:11]1 |f:0.1|. Procedure: Add NaH (0.83 g, 20.8 mmol) to a solution of 1-(6-nitro-1H-indol-3-yl)-2-pyrrolidin-1-yl-ethane-1,2-dione (5.0 g, 17.42 mmol) in THF (60 mL). Stir at room temperature for 10 min, add iodomethane (1.18 mL, 19.2 mmol), and continue stirring for 18 h. Dilute with water and extract with EtOAc (2×). Filter the solid that formed between the layers during the extraction. Dry organic portion, concentrate, and combine the solids. Triturate the solid with ether, filter, and dry to obtain the title compoun... Reactants: [N-]=[N+]=[N-].[Na+] (Sodium azide), COC1=CC=C(C=C1)C(C1=CC(=CC=C1)[N+](=O)[O-])Br (α-(4-methoxyphenyl)-3-nitrobenzyl bromide), ice. The solvent is CN(C=O)C (dimethylformamide). Reaction conditions: time 1 hour. Product: COC1=CC=C(C=C1)C(C1=CC(=CC=C1)[N+](=O)[O-])N=[N+]=[N-] (α-(4-Methoxyphenyl)-3-nitrobenzyl azide). Isolated yield 81.7%. Reaction SMILES: [N-:1]=[N+:2]=[N-:3].[Na+].[CH3:5][O:6][C:7]1[CH:12]=[CH:11][C:10]([CH:13](Br)[C:14]2[CH:19]=[CH:18][CH:17]=[C:16]([N+:20]([O-:22])=[O:21])[CH:15]=2)=[CH:9][CH:8]=1>CN(C)C=O>[CH3:5][O:6][C:7]1[CH:12]=[CH:11][C:10]([CH:13]([N:1]=[N+:2]=[N-:3])[C:14]2[CH:19]=[CH:18][CH:17]=[C:16]([N+:20]([O-:22])=[O:21])[CH:15]=2)=[CH:9][CH:8]=1 |f:0.1|. Procedure details: Sodium azide (26.1 g) was added to a solution of α-(4-methoxyphenyl)-3-nitrobenzyl bromide (25.8 g) in dimethylformamide (200 ml) in an ice bath. The mixture was stirred on the ice bath for 1 hour and then at ambient temperature for 1 hour. The dimethylformamidle was then removed by evaporation under reduced pressure. The residue was partitioned between ethyl acetate and water two times. The ethyl acetate layers were combined and washed with a saturated aqueous solution of sodium chloride, dried...